describe an organic reaction: reactants, conditions, products, and yield From a dataset of the Open Reaction Database (ORD), a public repository of structured organic reaction records. As a reaction SMILES: [C:1]1([CH3:14])[CH:6]=[C:5]([CH3:7])[CH:4]=[C:3]([CH3:8])[C:2]=1[S:9]([O:12][NH2:13])(=[O:11])=[O:10].O.[N:16]1[CH:21]=[CH:20][CH:19]=[C:18]([CH2:22][OH:23])[CH:17]=1>C(Cl)Cl>[C:1]1([CH3:14])[CH:6]=[C:5]([CH3:7])[CH:4]=[C:3]([CH3:8])[C:2]=1[S:9]([O-:12])(=[O:11])=[O:10].[NH2:13][N+:16]1[CH:21]=[CH:20][CH:19]=[C:18]([CH2:22][OH:23])[CH:17]=1 |f:4.5|. The reactants are C1(=C(C(=CC(=C1)C)C)S(=O)(=O)ON)C (O-mesitylenesulfonylhydroxylamine), O (water), N1=CC(=CC=C1)CO (3-pyridylcarbinol). Product: C1(=C(C(=CC(=C1)C)C)S(=O)(=O)[O-])C.N[N+]1=CC(=CC=C1)CO (N-amino-3-hydroxymethylpyridinium mesityl sulfonate). Reaction conditions: time 30 minute. The solvent is C(Cl)Cl (CH2Cl2), C(Cl)Cl (CH2Cl2). Reported procedure: A solution of O-mesitylenesulfonylhydroxylamine, ˜30-35% water, (14.5 g, 52 mmol) and CH2Cl2 (100 mL) is added to a solution of 3-pyridylcarbinol (5.0 mL, 52 mmol) and CH2Cl2 (100 mL) at 0° C. dropwise over 40 min. After 30 min at 0° C., the ice bath is removed and the solution is stirred at ambient temperature for 20 min. The volatiles are removed under reduced pressure to afford N-amino-3-hydroxymethylpyridinium mesityl sulfonate as a yellow oil. DMF (100 mL) and K2CO3 (15 g, 110 mmol) are add...